The task is: describe an organic reaction: reactants, conditions, products, and yield. This data is from the Open Reaction Database (ORD), a public repository of structured organic reaction records. Reactants: ClC1=CC=C(C=C1)C(C1=CC=CC=C1)N (α-(p-chlorophenyl)benzylamine), I.CSC=1NCCN1 (2-methylmercapto-2-imidazoline-hydroiodide), [OH-].[Na+] (sodium hydroxide). The solvent is CO (methanol). Yields the product ClC1=CC=C(C=C1)C(C1=CC=CC=C1)N=C1NCCN1 (2-(α-(p-chlorophenyl)benzyl)iminoimidazolidine). RXN SMILES: [Cl:1][C:2]1[CH:7]=[CH:6][C:5]([CH:8]([NH2:15])[C:9]2[CH:14]=[CH:13][CH:12]=[CH:11][CH:10]=2)=[CH:4][CH:3]=1.I.CS[C:19]1[NH:20][CH2:21][CH2:22][N:23]=1.[OH-].[Na+]>CO>[Cl:1][C:2]1[CH:3]=[CH:4][C:5]([CH:8]([N:15]=[C:19]2[NH:23][CH2:22][CH2:21][NH:20]2)[C:9]2[CH:14]=[CH:13][CH:12]=[CH:11][CH:10]=2)=[CH:6][CH:7]=1 |f:1.2,3.4|. Reported procedure: A mixture of 3.37 g of α-(p-chlorophenyl)benzylamine and 4.54 g of 2-methylmercapto-2-imidazoline-hydroiodide was heated at 150°-160° C. for 20 minutes. After cooling, the reaction mixture was dissolved in methanol and the solution rendered basic with sodium hydroxide to give 2-(α-(p-chlorophenyl)benzyl)iminoimidazolidine having a melting point of 187°-189° C. The reactants are ClCCl (dichloromethane), C(C)(C)(C)OC(=O)N(C1CCN(CC1)CCN1C(C=CC2=C(C=C(C=C12)OC)/C=C/C(=O)OCC)=O)CC1=CC2=C(OCCO2)C=C1 (ethyl (2E)-3-(1-(2-(4-((tert-butoxycarbonyl)(2,3-dihydro-1,4-benzodioxin-6-ylmethyl)amino)piperidin-1-yl)ethyl)-7-methoxy-2-oxo-1,2-dihydroquinolin-5-yl)acrylate), FC(C(=O)O)(F)F (trifluoroacetic acid). Solvent: CCCCCC (hexane). Run at time 1 hour. Product: O1CCOC2=C1C=CC(=C2)CNC2CCN(CC2)CCN2C(C=CC1=C(C=C(C=C21)OC)/C=C/C(=O)OCC)=O (ethyl (2E)-3-(1-(2-(4-((2,3-dihydro-1,4-benzodioxin-6-ylmethyl)amino)piperidin-1-yl)ethyl)-7-methoxy-2-oxo-1,2-dihydroquinolin-5-yl)acrylate). Yield: 94.6%. As a reaction SMILES: ClCCl.C(OC([N:11]([CH2:40][C:41]1[CH:50]=[CH:49][C:44]2[O:45][CH2:46][CH2:47][O:48][C:43]=2[CH:42]=1)[CH:12]1[CH2:17][CH2:16][N:15]([CH2:18][CH2:19][N:20]2[C:29]3[C:24](=[C:25](/[CH:32]=[CH:33]/[C:34]([O:36][CH2:37][CH3:38])=[O:35])[CH:26]=[C:27]([O:30][CH3:31])[CH:28]=3)[CH:23]=[CH:22][C:21]2=[O:39])[CH2:14][CH2:13]1)=O)(C)(C)C.FC(F)(F)C(O)=O>CCCCCC>[O:45]1[C:44]2[CH:49]=[CH:50][C:41]([CH2:40][NH:11][CH:12]3[CH2:13][CH2:14][N:15]([CH2:18][CH2:19][N:20]4[C:29]5[C:24](=[C:25](/[CH:32]=[CH:33]/[C:34]([O:36][CH2:37][CH3:38])=[O:35])[CH:26]=[C:27]([O:30][CH3:31])[CH:28]=5)[CH:23]=[CH:22][C:21]4=[O:39])[CH2:16][CH2:17]3)=[CH:42][C:43]=2[O:48][CH2:47][CH2:46]1. Procedure details: To 3 mL of a dichloromethane solution containing 0.15 g of ethyl (2E)-3-(1-(2-(4-((tert-butoxycarbonyl)(2,3-dihydro-1,4-benzodioxin-6-ylmethyl)amino)piperidin-1-yl)ethyl)-7-methoxy-2-oxo-1,2-dihydroquinolin-5-yl)acrylate, 3 mL of trifluoroacetic acid was added and stirred at room temperature for 1 hour. The solvent was removed under reduced pressure, chloroform and water were added, and adjusted to pH 10 with 20% aqueous sodium hydroxide solution, under ice-cooling. The organic layer was separat...